From a dataset of the Open Reaction Database (ORD), a public repository of structured organic reaction records. describe an organic reaction: reactants, conditions, products, and yield Starting materials: CC#N, Cl, N=C1NOC(=N)C1C1CCC2(CC1)OCCO2. Product: N=C1NOC(=N)C1C1CCC(=O)CC1. RXN SMILES: [CH3:19][C:20]#[N:21].[ClH:18].[O:1]1[CH2:3][CH2:2][O:4][C:5]12[CH2:6][CH2:7][CH:8]([CH:11]1[C:12](=[NH:17])[NH:13][O:14][C:15]1=[NH:16])[CH2:9][CH2:10]2>>[O:4]=[C:5]1[CH2:6][CH2:7][CH:8]([CH:11]2[C:12](=[NH:17])[NH:13][O:14][C:15]2=[NH:16])[CH2:9][CH2:10]1. Reactants: C(C)(C)(C)C1=CC=C(C(=O)NC=2C(=CC=CC2)N)C=C1 (N1-(4-tert-butylbenzoyl)-1,2-benzenediamine), [N+](=O)([O-])C1=CC=C(C(=O)O)C=C1 (4-nitrobenzoic acid). Product: [N+](=O)([O-])C1=CC=C(C(=O)NC=2C(=CC=CC2)NC(C2=CC=C(C=C2)C(C)(C)C)=O)C=C1 (N1-(4-Nitrobenzoyl)-N2-(4-tert-butylbenzoyl)-1,2-benzenediamine). As a reaction SMILES: [C:1]([C:5]1[CH:20]=[CH:19][C:8]([C:9]([NH:11][C:12]2[C:13]([NH2:18])=[CH:14][CH:15]=[CH:16][CH:17]=2)=[O:10])=[CH:7][CH:6]=1)([CH3:4])([CH3:3])[CH3:2].[N+:21]([C:24]1[CH:32]=[CH:31][C:27]([C:28](O)=[O:29])=[CH:26][CH:25]=1)([O-:23])=[O:22]>>[N+:21]([C:24]1[CH:25]=[CH:26][C:27]([C:28]([NH:18][C:13]2[C:12]([NH:11][C:9](=[O:10])[C:8]3[CH:19]=[CH:20][C:5]([C:1]([CH3:4])([CH3:2])[CH3:3])=[CH:6][CH:7]=3)=[CH:17][CH:16]=[CH:15][CH:14]=2)=[O:29])=[CH:31][CH:32]=1)([O-:23])=[O:22]. Reported procedure: Using the procedure described in Example 102, Part A, N1-(4-tert-butylbenzoyl)-1,2-benzenediamine (3.1 mmol) and 4-nitrobenzoic acid (3.0 mmol) yielded the title product, which was used directly in the next step without additional purification. The reactants are O=c1[nH]c2ccc(F)cc2s1, [Fe], O, O=[N+]([O-])O, O=S(=O)(O)O. The product is Nc1cc2[nH]c(=O)sc2cc1F. Reaction SMILES: [F:1][c:2]1[cH:3][c:4]2[c:5]([nH:6][c:7](=[O:9])[s:8]2)[cH:10][cH:11]1.[Fe:22].[OH2:16].[OH:12][N+:13](=[O:14])[O-:15].[S:17](=[O:18])(=[O:19])([OH:20])[OH:21]>>[F:1][c:2]1[cH:3][c:4]2[c:5]([nH:6][c:7](=[O:9])[s:8]2)[cH:10][c:11]1[NH2:13]. The reactants are C(C)(C)(C)OC(=O)N(CCCCCCCCCCCCCCCCBr)C1=CC=C(C(=O)N2C=NC=C2)C=C1 (1-{4-[N-(t-butyloxycarbonyl)-N-(16-bromohexadecyl)amino]benzoyl}imidazole), [OH-].[Na+] (sodium hydroxide), NCC(CO)O (3-amino-1,2-propanediol). Solvent: C(Cl)(Cl)Cl (chloroform). Reaction conditions: temperature 40 celsius, time 24 hour. Product: BrCCCCCCCCCCCCCCCCNC1=CC=C(C(=O)NCC(CO)O)C=C1 (4-(16-bromohexadecylamino)-N-(2,3-dihydroxypropyl)benzamide). Reaction SMILES: C(OC([N:8]([C:26]1[CH:38]=[CH:37][C:29]([C:30](N2C=CN=C2)=[O:31])=[CH:28][CH:27]=1)[CH2:9][CH2:10][CH2:11][CH2:12][CH2:13][CH2:14][CH2:15][CH2:16][CH2:17][CH2:18][CH2:19][CH2:20][CH2:21][CH2:22][CH2:23][CH2:24][Br:25])=O)(C)(C)C.[OH-].[Na+].[NH2:41][CH2:42][CH:43]([OH:46])[CH2:44][OH:45]>C(Cl)(Cl)Cl>[Br:25][CH2:24][CH2:23][CH2:22][CH2:21][CH2:20][CH2:19][CH2:18][CH2:17][CH2:16][CH2:15][CH2:14][CH2:13][CH2:12][CH2:11][CH2:10][CH2:9][NH:8][C:26]1[CH:27]=[CH:28][C:29]([C:30]([NH:41][CH2:42][CH:43]([OH:46])[CH2:44][OH:45])=[O:31])=[CH:37][CH:38]=1 |f:1.2|. Procedure: To a mixture containing 4.3 g. of 1-{4-[N-(t-butyloxycarbonyl)-N-(16-bromohexadecyl)amino]benzoyl}imidazole, 50 ml. of chloroform, and 50 ml. of 5 N sodium hydroxide is added 1.1 g. of 3-amino-1,2-propanediol. The solution is vigorously stirred for 24 hours, the layers are separated, and the chloroform solution is washed once with 50 ml. of 1 N sodium hydroxide. The solid is evaporated and the residue is heated for 30 minutes at 40° C. and 50 ml. of anhydrous trifluoroacetic acid. The solvent is... Procedure details: To 2-(mesityloxy)-N-[4-(2-benzyloxyphenyl)-1H-imidazol-2-yl]acetamide (Compound 1) (530 mg; 1.2 mmol) obtained in Example 1, 25% hydrobromic acid/acetic acid solution (8.0 mL) was added, and the mixture was stirred for 1 hour at 60° C. To the reaction solution, chloroform (100 mL) was added, and the mixture was washed with saturated aqueous sodium bicarbonate solution. The organic layer was dried over anhydrous magnesium sulfate, and then distilled under reduced pressure. The resulting crystals ... Isolated yield 42.7%. Yields the product OC1=C(C=CC=C1)C=1N=C(NC1)NC(COC1=C(C=C(C=C1C)C)C)=O (N-[4-(2-hydroxyphenyl)-1H-imidazol-2-yl]-2-(mesityloxy)acetamide). Solvent: C(Cl)(Cl)Cl (chloroform). Starting materials: C1(=C(C(=CC(=C1)C)C)OCC(=O)NC=1NC=C(N1)C1=C(C=CC=C1)OCC1=CC=CC=C1)C (2-(mesityloxy)-N-[4-(2-benzyloxyphenyl)-1H-imidazol-2-yl]acetamide), C1(=C(C(=CC(=C1)C)C)OCC(=O)NC=1NC=C(N1)C1=C(C=CC=C1)OCC1=CC=CC=C1)C (2-(mesityloxy)-N-[4-(2-benzyloxyphenyl)-1H-imidazol-2-yl]acetamide), Br.C(C)(=O)O (hydrobromic acid acetic acid). Run at temperature 60 celsius, time 1 hour. RXN SMILES: [C:1]1([CH3:33])[CH:6]=[C:5]([CH3:7])[CH:4]=[C:3]([CH3:8])[C:2]=1[O:9][CH2:10][C:11]([NH:13][C:14]1[NH:15][CH:16]=[C:17]([C:19]2[CH:24]=[CH:23][CH:22]=[CH:21][C:20]=2[O:25]CC2C=CC=CC=2)[N:18]=1)=[O:12].Br.C(O)(=O)C>C(Cl)(Cl)Cl>[OH:25][C:20]1[CH:21]=[CH:22][CH:23]=[CH:24][C:19]=1[C:17]1[N:18]=[C:14]([NH:13][C:11](=[O:12])[CH2:10][O:9][C:2]2[C:1]([CH3:33])=[CH:6][C:5]([CH3:7])=[CH:4][C:3]=2[CH3:8])[NH:15][CH:16]=1 |f:1.2|. Starting materials: BrCC(=O)C1=CC=CC=C1 (2-bromoacetophenone), C1(C=2C(C(N1)=O)=CC=CC2)=O.[K] (potassium phthalimide), O (water). Solvent: CN(C)C=O (DMF). Run at temperature 40 celsius. Product: C1(C=2C(C(N1CC(=O)C1=CC=CC=C1)=O)=CC=CC2)=O (2-phthalimido-acetophenone). Yield: 85.6%. As a reaction SMILES: Br[CH2:2][C:3]([C:5]1[CH:10]=[CH:9][CH:8]=[CH:7][CH:6]=1)=[O:4].[C:11]1(=[O:21])[NH:15][C:14](=[O:16])[C:13]2=[CH:17][CH:18]=[CH:19][CH:20]=[C:12]12.[K].O>CN(C=O)C>[C:11]1(=[O:21])[N:15]([CH2:2][C:3]([C:5]2[CH:10]=[CH:9][CH:8]=[CH:7][CH:6]=2)=[O:4])[C:14](=[O:16])[C:13]2=[CH:17][CH:18]=[CH:19][CH:20]=[C:12]12 |f:1.2,^1:21|. Procedure details: A solution of 2-bromoacetophenone (30.0 g, 151 mmol) in DMF (120 ml) was treated with potassium phthalimide (30.8 g, 166 mmol) portionwise at ambient temperature, and then heated to 40° C. for 3.5 hr. The cooled mixture was poured into water (600 ml) and extracted with chloroform (300 ml then 100 ml). The combined organic phases were washed with sodium hydroxide (200 ml, 0.2 N), water (2×100 ml) and brine (100 ml), dried over magnesium sulfate and concentrated in vacuo. The resulting cream solid...